From a dataset of the Open Reaction Database (ORD), a public repository of structured organic reaction records. describe an organic reaction: reactants, conditions, products, and yield Starting materials: S1C(=NC2=C1C=CC=C2)NC(=O)C=2C=CC=C1CCN(CC21)C=2SC(=C(N2)C(=O)O)CCCOC2=CC=C(C=C2)C2=CSC=C2C#N (2-[8-(Benzothiazol-2-ylcarbamoyl)-3,4-dihydro-1H-isoquinolin-2-yl]-5-{3-[4-(4-cyano-thiophen-3-yl)-phenoxy]-propyl}-thiazole-4-carboxylic acid), C1(=CC=CC=C1)C1N(CC1)CC1=C(N=C(S1)N1CC2=C(C=CC=C2CC1)C(/C=C\1/SC2=C(N1COCC[Si](C)(C)C)C=CC=C2)=O)C(=O)OC ((E)-methyl 5-((2-phenylazetidin-1-yl)methyl)-2-(8-(2-(3-((2-(trimethylsilyl)ethoxy)methyl)benzo[d]thiazol-2(3H)-ylidene)acetyl)-3,4-dihydroisoquinolin-2(1H)-yl)thiazole-4-carboxylate). Yields the product S1C(=NC2=C1C=CC=C2)NC(=O)C=2C=CC=C1CCN(CC21)C=2SC(=C(N2)C(=O)O)CN2C(CC2)C2=CC=CC=C2 (2-[8-(Benzothiazol-2-ylcarbamoyl)-3,4-dihydro-1H-isoquinolin-2-yl]-5-(2-phenyl-azetidin-1-ylmethyl)-thiazole-4-carboxylic acid). RXN SMILES: [S:1]1[C:5]2[CH:6]=[CH:7][CH:8]=[CH:9][C:4]=2[N:3]=[C:2]1[NH:10][C:11]([C:13]1[CH:14]=[CH:15][CH:16]=[C:17]2[C:22]=1[CH2:21][N:20]([C:23]1[S:24][C:25]([CH2:31]CCOC3C=CC(C4C(C#N)=CSC=4)=CC=3)=[C:26]([C:28]([OH:30])=[O:29])[N:27]=1)[CH2:19][CH2:18]2)=[O:12].[C:48]1([CH:54]2[CH2:57][CH2:56][N:55]2CC2SC(N3CCC4C(=C(C(=O)/C=C5/SC6C=CC=CC=6N/5COCC[Si](C)(C)C)C=CC=4)C3)=NC=2C(OC)=O)[CH:53]=[CH:52][CH:51]=[CH:50][CH:49]=1>>[S:1]1[C:5]2[CH:6]=[CH:7][CH:8]=[CH:9][C:4]=2[N:3]=[C:2]1[NH:10][C:11]([C:13]1[CH:14]=[CH:15][CH:16]=[C:17]2[C:22]=1[CH2:21][N:20]([C:23]1[S:24][C:25]([CH2:31][N:55]3[CH2:56][CH2:57][CH:54]3[C:48]3[CH:53]=[CH:52][CH:51]=[CH:50][CH:49]=3)=[C:26]([C:28]([OH:30])=[O:29])[N:27]=1)[CH2:19][CH2:18]2)=[O:12]. Procedure: The title compound was prepared in a similar manner to the synthesis of compound 51 by substituting compound 51A with compound 71A: 1H NMR (DMSO-d6): δ 12.89 (s, 1H), 8.04 (d, J=7.36 Hz, 1H), 7.80 (d, J=7.98 Hz, 1H), 7.70 (d, J=7.37 Hz, 1H), 7.34-7.54 (m, 9H), 5.47 (br, 1H), 4.70-4.95 (m, 4H), 4.40 (br, s, 1H), 3.88 (br, 1H), 3.76 (d, J=5.83 Hz, 2H), 2.60-2.8 (br, s, 2H). ESI (+)/MS: 582 (M+H)+. The reactants are C(C)(C)(C)OC(=O)N[C@@H](COCC1=CC=CC=C1)C(=O)O (N-(t-butoxycarbonyl)-O-benzyl-(L)-serine), CNC (dimethylamine), ( 2 ), ( 2 ). The product is CN(C[C@H](CO)NC)C ((2R)-3-(dimethylamino)-2-(methylamino)propan-1-ol). Reaction SMILES: C(O[C:6]([NH:8][C@H:9]([C:19]([OH:21])=O)[CH2:10]OCC1C=CC=CC=1)=O)(C)(C)C.[CH3:22][NH:23][CH3:24]>>[CH3:22][N:23]([CH3:24])[CH2:10][C@@H:9]([NH:8][CH3:6])[CH2:19][OH:21]. Procedure details: By using N-(t-butoxycarbonyl)-O-benzyl-(L)-serine (2.50 g) and 50% aqueous dimethylamine (3 ml) as starting materials, the title compound (0.58 g) was obtained in the same manners as those of Reference Example 34, (1), Reference Example 107, (2) and Reference Example 7, (2). Starting materials: [Li+].[OH-] (LiOH), Cl.ClCC=1C(=NC2=CC=C(C=C2C1)OC)CC (3-(chloromethyl)-2-ethyl-6-methoxyquinoline hydrochloride), Cl.ClCC=1C(=NC2=CC=C(C=C2C1)OC)CC (3-Chloromethyl-2-ethyl-6-methoxyquinoline hydrochloride), COC=1C=C2C=C(N=C(C2=CC1OC)CCC)O (6,7-dimethoxy-1-propylisoquinolin-3-ol), 35134. The solvent is C(Cl)Cl (CH2Cl2), C1CCOC1 (THF). Conditions: temperature 160 celsius, time 1.5 hour. The product is Cl.Cl.C(C)C1=NC2=CC=C(C=C2C=C1CC1=C(N=C(C2=CC(=C(C=C12)OC)OC)CCC)O)OC (4-((2-ethyl-6-methoxyquinolin-3-yl)methyl)-6,7-dimethoxy-1-propylisoquinolin-3-ol dihydrochloride). The yield is 5.0%. RXN SMILES: [ClH:1].[Cl:2][CH2:3][C:4]1[C:5]([CH2:16][CH3:17])=[N:6][C:7]2[C:12]([CH:13]=1)=[CH:11][C:10]([O:14][CH3:15])=[CH:9][CH:8]=2.[CH3:18][O:19][C:20]1[CH:21]=[C:22]2[C:27](=[CH:28][C:29]=1[O:30][CH3:31])[C:26]([CH2:32][CH2:33][CH3:34])=[N:25][C:24]([OH:35])=[CH:23]2.[Li+].[OH-]>C1COCC1.C(Cl)Cl>[ClH:2].[ClH:1].[CH2:16]([C:5]1[C:4]([CH2:3][C:23]2[C:22]3[C:27](=[CH:28][C:29]([O:30][CH3:31])=[C:20]([O:19][CH3:18])[CH:21]=3)[C:26]([CH2:32][CH2:33][CH3:34])=[N:25][C:24]=2[OH:35])=[CH:13][C:12]2[C:7](=[CH:8][CH:9]=[C:10]([O:14][CH3:15])[CH:11]=2)[N:6]=1)[CH3:17] |f:0.1,3.4,7.8.9|. Procedure: To a stirred solution of 3-(chloromethyl)-2-ethyl-6-methoxyquinoline hydrochloride SMA 44014 (183 mg, 0.67 mmol) in THF (10 mL) in a 20 mL microwave vial equipped with a magnetic stirrer was added 6,7-dimethoxy-1-propylisoquinolin-3-ol RBO 35134 (166 mg, 0.67 mmol) followed by a 2 N aq. LiOH solution (0.67 mL, 1.34 mmol) and the mixture was stirred at 160° C. for 1.5 h under microwave irradiation. After cooling to room temperature, the mixture was diluted with CH2Cl2:MeOH=9:1 (150 mL), washed wi...